From a dataset of the Open Reaction Database (ORD), a public repository of structured organic reaction records. describe an organic reaction: reactants, conditions, products, and yield The reactants are [N+](=O)([O-])C=1C=NC=CC1S (3-nitropyridine-4-thiol), C(C)(=O)OC(C)=O (acetic anhydride). Reagents/catalysts: [Zn] (zinc). The solvent is C(C)(=O)O (acetic acid). Product: CC=1SC2=C(C=NC=C2)N1 (2-methylthiazolo[4,5-c]pyridine). Yield: 44.5%. As a reaction SMILES: [N+:1]([C:4]1[CH:5]=[N:6][CH:7]=[CH:8][C:9]=1[SH:10])([O-])=O.[C:11](OC(=O)C)(=O)[CH3:12]>C(O)(=O)C.[Zn]>[CH3:11][C:12]1[S:10][C:9]2[CH:8]=[CH:7][N:6]=[CH:5][C:4]=2[N:1]=1. Procedure details: A mixture of 1.3 g of 3-nitropyridine-4-thiol in 4 ml of acetic acid and 15 ml of acetic anhydride containing 1.5 g of zinc dust was heated at reflux for four hours. The reaction mixture was cooled and concentrated to an oil. The oil was dissolved in 5N sodium hydroxide and the alkaline solution was extracted with diethyl ether. The extracts were combined, dried and concentrated to dryness to afford 557 mg of 2-methylthiazolo[4,5-c]pyridine. M+Theory 150; Found 150.